From a dataset of the Open Reaction Database (ORD), a public repository of structured organic reaction records. describe an organic reaction: reactants, conditions, products, and yield The reactants are CCOC(=O)C(C)OP(=O)(CCNC(=O)OCc1ccccc1)Oc1ccccc1, CC(=O)O, CCO. The product is CCOC(=O)C(C)OP(=O)(CCN)Oc1ccccc1. RXN SMILES: [CH2:1]([CH3:2])[O:3][C:4]([CH:5]([CH3:6])[O:7][P:8](=[O:9])([O:10][c:11]1[cH:12][cH:13][cH:14][cH:15][cH:16]1)[CH2:17][CH2:18][NH:19][C:20]([O:21][CH2:22][c:23]1[cH:24][cH:25][cH:26][cH:27][cH:28]1)=[O:29])=[O:30].[CH3:31][C:32](=[O:33])[OH:34].[CH3:35][CH2:36][OH:37]>>[CH2:1]([CH3:2])[O:3][C:4]([CH:5]([CH3:6])[O:7][P:8](=[O:9])([O:10][c:11]1[cH:12][cH:13][cH:14][cH:15][cH:16]1)[CH2:17][CH2:18][NH2:19])=[O:30]. RXN SMILES: [Br:1][c:2]1[n:3][c:4]2[c:5]([n:6][cH:7]1)[nH:8][cH:9][c:10]2[C:11]([C:12]([CH3:13])([CH3:14])[CH3:15])=[O:16].[CH3:17][C:18]1([CH3:19])[C:20]([CH3:21])([CH3:22])[O:23][B:24]([c:25]2[cH:26][cH:27][c:28]([N:31]3[CH2:32][CH2:33][O:34][CH2:35][CH2:36]3)[n:29][cH:30]2)[O:37]1.[CH3:44][OH:45].[Cl:46][CH2:47][Cl:48].[K+:38].[K+:39].[O-:40][C:41]([O-:42])=[O:43].[cH:49]1[cH:50][cH:51][c:52]([P:53]([Pd:54]([P:55]([c:56]2[cH:57][cH:58][cH:59][cH:60][cH:61]2)([c:62]2[cH:63][cH:64][cH:65][cH:66][cH:67]2)[c:68]2[cH:69][cH:70][cH:71][cH:72][cH:73]2)([P:74]([c:75]2[cH:76][cH:77][cH:78][cH:79][cH:80]2)([c:81]2[cH:82][cH:83][cH:84][cH:85][cH:86]2)[c:87]2[cH:88][cH:89][cH:90][cH:91][cH:92]2)[P:93]([c:94]2[cH:95][cH:96][cH:97][cH:98][cH:99]2)([c:100]2[cH:101][cH:102][cH:103][cH:104][cH:105]2)[c:106]2[cH:107][cH:108][cH:109][cH:110][cH:111]2)([c:112]2[cH:113][cH:114][cH:115][cH:116][cH:117]2)[c:118]2[cH:119][cH:120][cH:121][cH:122][cH:123]2)[cH:124][cH:125]1>>[c:2]1(-[c:25]2[cH:26][cH:27][c:28]([N:31]3[CH2:32][CH2:33][O:34][CH2:35][CH2:36]3)[n:29][cH:30]2)[n:3][c:4]2[c:5]([n:6][cH:7]1)[nH:8][cH:9][c:10]2[C:11]([C:12]([CH3:13])([CH3:14])[CH3:15])=[O:16]. Product: CC(C)(C)C(=O)c1c[nH]c2ncc(-c3ccc(N4CCOCC4)nc3)nc12. The reactants are CC(C)(C)C(=O)c1c[nH]c2ncc(Br)nc12, CC1(C)OB(c2ccc(N3CCOCC3)nc2)OC1(C)C, CO, ClCCl, [K+], [K+], O=C([O-])[O-], c1ccc(P(c2ccccc2)(c2ccccc2)[Pd](P(c2ccccc2)(c2ccccc2)c2ccccc2)(P(c2ccccc2)(c2ccccc2)c2ccccc2)P(c2ccccc2)(c2ccccc2)c2ccccc2)cc1. The reactants are OC1=C(C#N)C=CC(=C1)NC=1SC=CN1 (2-hydroxy-4-(thiazol-2-ylamino)benzonitrile), C(=O)([O-])[O-].[Cs+].[Cs+] (Cs2CO3), BrCC=1SC=CN1 (2-bromomethylthiazole). Run in CC(=O)C (acetone). Product: C(#N)C1=C(C=C(C=C1)NC=1SC=CN1)OCC=1SC=CN1 (N-(4-Cyano-3-(thiazol-2-ylmethoxy)phenyl)thiazol-2-amine). RXN SMILES: [OH:1][C:2]1[CH:9]=[C:8]([NH:10][C:11]2[S:12][CH:13]=[CH:14][N:15]=2)[CH:7]=[CH:6][C:3]=1[C:4]#[N:5].C([O-])([O-])=O.[Cs+].[Cs+].Br[CH2:23][C:24]1[S:25][CH:26]=[CH:27][N:28]=1>CC(C)=O>[C:4]([C:3]1[CH:6]=[CH:7][C:8]([NH:10][C:11]2[S:12][CH:13]=[CH:14][N:15]=2)=[CH:9][C:2]=1[O:1][CH2:23][C:24]1[S:25][CH:26]=[CH:27][N:28]=1)#[N:5] |f:1.2.3|. Reported procedure: Following the general procedure for O-alkylation, Method B, a mixture of 2-hydroxy-4-(thiazol-2-ylamino)benzonitrile (70 mg, 0.32 mmol) and Cs2CO3 (105 mg, 0.32 mmol) in acetone (4.4 mL) was treated with 2-bromomethylthiazole (57 mg, 0.32 mmol) at RT. Reaction control by TLC showed full conversion after 4 h. The title compound was obtained after purification by flash chromatography on silica gel (hexane:EtOAc 4/6) in 8 yield (8 mg). Starting materials: [O-]P(=O)([O-])[O-].[K+].[K+].[K+] (K3PO4), C(CO)O (ethylene glycol), C(C1=CC=CC=C1)N (benzylamine), IC1=C(C(=O)O)C=CC=C1 (2-iodobenzoic acid). Reagents/catalysts: [Cu]I (Copper(I) iodide). Run in CC(C)O (2-propanol). Conditions: temperature 80 celsius. The product is C(C1=CC=CC=C1)NC1=C(C(=O)O)C=CC=C1 (2-(N-benzyl)aminobenzoic acid). Yield: 70.8%. RXN SMILES: [O-]P([O-])([O-])=O.[K+].[K+].[K+].[CH2:9]([NH2:16])[C:10]1[CH:15]=[CH:14][CH:13]=[CH:12][CH:11]=1.I[C:18]1[CH:26]=[CH:25][CH:24]=[CH:23][C:19]=1[C:20]([OH:22])=[O:21].C(O)CO>[Cu]I.CC(O)C>[CH2:9]([NH:16][C:18]1[CH:26]=[CH:25][CH:24]=[CH:23][C:19]=1[C:20]([OH:22])=[O:21])[C:10]1[CH:15]=[CH:14][CH:13]=[CH:12][CH:11]=1 |f:0.1.2.3|. Reported procedure: Copper(I) iodide (10 mg, 0.05 mmol), K3PO4 (636 mg, 3.00 mmol), benzylamine (131 μL, 1.20 mmol), 2-iodobenzoic acid (248 mg, 1.00 mmol), ethylene glycol (111 μL, 2.00 mmol) and 2-propanol (1.0 mL) were used and heated at 80° C. for 18 hours. The above workup procedure was followed and gave 2-(N-benzyl)aminobenzoic acid (161 mg, 71% isolated yield) as a light yellow solid. Reactants: O (water), O=S1(CC(C(C(C2=C1C=CC(=C2)F)C2=CC=CC=C2)O)(CC)CCCC)=O (1,1-Dioxo-3-butyl-3-ethyl-4-hydroxy-5-phenyl-7-fluoro-2,3,4,5-tetrahydrobenzothiepine), C(CS)(=O)OCC (ethyl thioglycolate), C([O-])([O-])=O.[Cs+].[Cs+] (caesium carbonate). Solvent: CN(C)C=O (DMF). Run at time 6 hour. Product: O=S1(CC(C(C(C2=C1C=CC(=C2)SCC(=O)O)C2=CC=CC=C2)O)(CC)CCCC)=O (1,1-Dioxo-3-butyl-3-ethyl-4-hydroxy-5-phenyl-7-(carboxymethylthio)-2,3,4,5-tetrahydrobenzothiepine). Yield: 48.3%. As a reaction SMILES: [O:1]=[S:2]1(=[O:27])[C:8]2[CH:9]=[CH:10][C:11](F)=[CH:12][C:7]=2[CH:6]([C:14]2[CH:19]=[CH:18][CH:17]=[CH:16][CH:15]=2)[CH:5]([OH:20])[C:4]([CH2:23][CH2:24][CH2:25][CH3:26])([CH2:21][CH3:22])[CH2:3]1.C(=O)([O-])[O-].[Cs+].[Cs+].[C:34]([O:38]CC)(=[O:37])[CH2:35][SH:36].O>CN(C=O)C>[O:1]=[S:2]1(=[O:27])[C:8]2[CH:9]=[CH:10][C:11]([S:36][CH2:35][C:34]([OH:38])=[O:37])=[CH:12][C:7]=2[CH:6]([C:14]2[CH:19]=[CH:18][CH:17]=[CH:16][CH:15]=2)[CH:5]([OH:20])[C:4]([CH2:23][CH2:24][CH2:25][CH3:26])([CH2:21][CH3:22])[CH2:3]1 |f:1.2.3|. Procedure details: 1,1-Dioxo-3-butyl-3-ethyl-4-hydroxy-5-phenyl-7-fluoro-2,3,4,5-tetrahydrobenzothiepine (prepared according to WO 98/40375; 300 mg, 0.77 mmol) was dissolved in DMF (3 ml) and caesium carbonate (540 mg, 1.66 mmol) was added followed by ethyl thioglycolate (0.17 ml, 1.54 mmol) and the reaction mixture was subjected to microwave irradiation in a Smith Synthesiser at 100° C. for 5 min. The reaction mixture was added to water (25 ml), extracted with DCM (5×5 ml) and concentrated. The crude ethyl ester ... Reaction SMILES: Cl[C:2]1[C:11]2[CH2:12][NH:13][C:14](=[O:15])[C:10]=2[C:9]2[CH:8]=[CH:7][CH:6]=[CH:5][C:4]=2[N:3]=1.[OH-:16].[Na+]>Cl>[OH:16][C:2]1[C:11]2[CH2:12][NH:13][C:14](=[O:15])[C:10]=2[C:9]2[CH:8]=[CH:7][CH:6]=[CH:5][C:4]=2[N:3]=1 |f:1.2|. The yield is 88.0%. The solvent is Cl (HCl). Conditions: temperature 80 celsius. Product: OC1=NC=2C=CC=CC2C2=C1CNC2=O (2,3-dihydro-4-hydroxy-1H-pyrrolo[3,4-c]quinolin-1-one). Starting materials: ClC1=NC=2C=CC=CC2C2=C1CNC2=O (2,3-dihydro-4-chloro-1H-pyrrolo[3,4-c]quinolin-1-one), [OH-].[Na+] (NaOH). Procedure: 8 g (24.9 mmoles) of Compound 3 was dissolved in 1 litre of 1N HCl and heated to 80° C. for 4 h with stirring. The reaction mixture was then cooled to 0° C., brought to pH 9 with 5N NaOH and extracted with chloroform. The organic extracts were dehydrated with anhydrous sodium sulphate, filtered and evaporated at reduced pressure to give 7 g of Compound 5 (yield 88%). Crystallization from ethyl acetate, gave a pure compound which melted at 245-246° C. 1H NMR (CDCl3): 1.46-1.61 (m, 4H), 2.16-2.23 ... The reactants are OCc1ccc2c(c1)OCO2, Clc1cncc(Cl)n1, [H-], [Na+], C1COCCO1, O. Product: Clc1cncc(OCc2ccc3c(c2)OCO3)n1. As a reaction SMILES: [CH2:9]([c:10]1[cH:11][c:12]2[c:16]([cH:17][cH:18]1)[O:15][CH2:14][O:13]2)[OH:19].[Cl:1][c:2]1[n:3][c:4]([Cl:8])[cH:5][n:6][cH:7]1.[H-:21].[Na+:20].[O:23]1[CH2:24][CH2:25][O:26][CH2:27][CH2:28]1.[OH2:22]>>[c:2]1([O:19][CH2:9][c:10]2[cH:11][c:12]3[c:16]([cH:17][cH:18]2)[O:15][CH2:14][O:13]3)[n:3][c:4]([Cl:8])[cH:5][n:6][cH:7]1.